Dataset: the Open Reaction Database (ORD), a public repository of structured organic reaction records. Task: describe an organic reaction: reactants, conditions, products, and yield Reactants: [H-].[H-].[H-].[H-].[Li+].[Al+3] (LiAlH4), COC(C1=CN=C(C=C1OC)C1=C(C=CC=C1CC)CC)=O (6-(2,6-diethyl-phenyl)-4-methoxy-nicotinic acid methyl ester). Run in C1CCOC1 (THF), CCOCC (ether). Run at time 6 hour. The product is C(C)C1=C(C(=CC=C1)CC)C1=CC(=C(C=N1)CO)OC ([6-(2,6-diethyl-phenyl)-4-methoxy-pyridin-3-yl]-methanol). As a reaction SMILES: [H-].[H-].[H-].[H-].[Li+].[Al+3].C[O:8][C:9](=O)[C:10]1[C:15]([O:16][CH3:17])=[CH:14][C:13]([C:18]2[C:23]([CH2:24][CH3:25])=[CH:22][CH:21]=[CH:20][C:19]=2[CH2:26][CH3:27])=[N:12][CH:11]=1>C1COCC1.CCOCC>[CH2:26]([C:19]1[CH:20]=[CH:21][CH:22]=[C:23]([CH2:24][CH3:25])[C:18]=1[C:13]1[N:12]=[CH:11][C:10]([CH2:9][OH:8])=[C:15]([O:16][CH3:17])[CH:14]=1)[CH3:27] |f:0.1.2.3.4.5|. Procedure details: A solution of LiAlH4 (1 M in THF, 15 mL) is added dropwise to a solution of 6-(2,6-diethyl-phenyl)-4-methoxy-nicotinic acid methyl ester (1.5 g, 5 mmol) in THF (10 mL). The reaction mixture is stirred at room temperature for 6 hours, then diluted with ether (10 mL) and quenched with Na2SO4.10H2O (10 g). The resulting mixture is stirred for one hour, filtered through celite and concentrated to give [6-(2,6-diethyl-phenyl)-4-methoxy-pyridin-3-yl]-methanol. 1H NMR (CDCl3) 8.47 (s, 1H), 7.28 (t, 1H)... Reactants: Cc1ccccc1CNC(=O)c1cncc(Br)c1, CC(C)(C)OC(=O)N1CC2CCNC2C1. The product is Cc1ccccc1CNC(=O)c1cncc(N2CCC3CN(C(=O)OC(C)(C)C)CC32)c1. RXN SMILES: [Br:16][c:17]1[cH:18][n:19][cH:20][c:21]([C:22](=[O:23])[NH:24][CH2:25][c:26]2[c:27]([CH3:32])[cH:28][cH:29][cH:30][cH:31]2)[cH:33]1.[NH:1]1[CH:2]2[CH:3]([CH2:4][CH2:5]1)[CH2:6][N:7]([C:9](=[O:10])[O:11][C:12]([CH3:13])([CH3:14])[CH3:15])[CH2:8]2>>[N:1]1([c:17]2[cH:18][n:19][cH:20][c:21]([C:22](=[O:23])[NH:24][CH2:25][c:26]3[c:27]([CH3:32])[cH:28][cH:29][cH:30][cH:31]3)[cH:33]2)[CH:2]2[CH:3]([CH2:4][CH2:5]1)[CH2:6][N:7]([C:9](=[O:10])[O:11][C:12]([CH3:13])([CH3:14])[CH3:15])[CH2:8]2. Starting materials: C=1C=CC2=C(C1)C(=NC=3C=CC=CC3S2)N4CCN(CC4)CCOCCO (Quetiapine), Br (hydrobromic acid). Solvent: CC(=O)C (acetone). Run at temperature 22.5 celsius, time 1 hour. Product: C=1C=CC2=C(C1)C(=NC=3C=CC=CC3S2)N4CCN(CC4)CCOCCO.Br (Quetiapine Hydrobromide). As a reaction SMILES: [CH:1]1[CH:2]=[CH:3][C:4]2[S:15][C:14]3[CH:13]=[CH:12][CH:11]=[CH:10][C:9]=3[N:8]=[C:7]([N:16]3[CH2:21][CH2:20][N:19]([CH2:22][CH2:23][O:24][CH2:25][CH2:26][OH:27])[CH2:18][CH2:17]3)[C:5]=2[CH:6]=1.[BrH:28]>CC(C)=O>[CH:1]1[CH:2]=[CH:3][C:4]2[S:15][C:14]3[CH:13]=[CH:12][CH:11]=[CH:10][C:9]=3[N:8]=[C:7]([N:16]3[CH2:21][CH2:20][N:19]([CH2:22][CH2:23][O:24][CH2:25][CH2:26][OH:27])[CH2:18][CH2:17]3)[C:5]=2[CH:6]=1.[BrH:28] |f:3.4|. Reported procedure: Quetiapine free base (5.0 g) was dissolved in acetone (50 ml) at room temperature. This was followed by addition of 48% aqueous hydrobromic acid (2 ml) at 30 to 35° C. The resulting solution was stirred for 1 hour at 20 to 25° C. Next, acetone was distilled under vacuum at 40 to 45° C. followed by addition of acetone (50 ml) and distilled under vacuum at 40 to 45° C. till complete removal. Next, acetone (50 ml) and diisopropyl ether (50 ml) were added at 40 to 45° C. The resulted mass was reflux... Starting materials: Cl (hydrogen chloride), Cl (hydrogen chloride), C(C)(C)(C)OC(=O)NCCNC(C(=O)OCC)(C)C (ethyl 2-((2-((tert-butoxycarbonyl)amino)ethyl)amino)-2-methylpropanoate), C(C)(C)(C)OC(=O)NCCNC(C(=O)OCC)(C)C (ethyl 2-((2-((tert-butoxycarbonyl)amino)ethyl)amino)-2-methylpropanoate). Run in O1CCOCC1 (1,4-dioxane), O1CCOCC1 (1,4-dioxane), O1CCOCC1 (1,4-dioxane). Product: Cl.NCCNC(C(=O)OCC)(C)C (ethyl 2-((2-aminoethyl)amino)-2-methylpropanoate hydrochloride). Reaction SMILES: [ClH:1].C(OC([NH:9][CH2:10][CH2:11][NH:12][C:13]([CH3:20])([CH3:19])[C:14]([O:16][CH2:17][CH3:18])=[O:15])=O)(C)(C)C>O1CCOCC1>[ClH:1].[NH2:9][CH2:10][CH2:11][NH:12][C:13]([CH3:19])([CH3:20])[C:14]([O:16][CH2:17][CH3:18])=[O:15] |f:3.4|. Procedure details: A solution of hydrogen chloride in 1,4-dioxane (1.6 ml, 52.7 mmol) was added to a solution of ethyl 2-((2-((tert-butoxycarbonyl)amino)ethyl)amino)-2-methylpropanoate (intermediate 298, 1.45 g, 5.29 mmol) in 1,4-dioxane (9 ml) at room temperature. After stirring 1 day additional hydrogen chloride in 1,4-dioxane was added (5 ml). After a further 1 day the reaction mixture was evaporated to give the title compound as an off-white solid. Starting materials: C(C)(C)(C)OC(=O)N1CCN(CC1)CC1=CC=C(C=C1)C=1NC(C2=CC=CC(=C2C1)Br)=O (4-[4-(5-Bromo-1-oxo-1,2-dihydro-isoquinolin-3-yl)-benzyl]-piperazine-1-carboxylic acid tert-butyl ester), CeCl3, [Al](CC)(CC)CC (AlEt3). Reagents/catalysts: CC1=C([P](C2=C(C)C=CC=C2)([Pd]([P](C3=C(C)C=CC=C3)(C4=C(C)C=CC=C4)C(C=CC=C5)=C5C)(Cl)Cl)C6=C(C)C=CC=C6)C=CC=C1 (dichlorobis(tri-o-tolylphosphine)palladium(II)). The solvent is C1CCOC1 (THF). Conditions: time 4 hour. The product is C(C)(C)(C)OC(=O)N1CCN(CC1)CC1=CC=C(C=C1)C=1NC(C2=CC=CC(=C2C1)CC)=O (4-[4-(5-ethyl-1-oxo-1,2-dihydro-isoquinolin-3-yl)-benzyl]-piperazine-1-carboxylic acid tert-butyl ester). The yield is 46.4%. RXN SMILES: [C:1]([O:5][C:6]([N:8]1[CH2:13][CH2:12][N:11]([CH2:14][C:15]2[CH:20]=[CH:19][C:18]([C:21]3[NH:22][C:23](=[O:32])[C:24]4[C:29]([CH:30]=3)=[C:28](Br)[CH:27]=[CH:26][CH:25]=4)=[CH:17][CH:16]=2)[CH2:10][CH2:9]1)=[O:7])([CH3:4])([CH3:3])[CH3:2].[Al](CC)(CC)[CH2:34][CH3:35]>C1COCC1.CC1C=CC=CC=1[P](C1C=CC=CC=1C)([Pd](Cl)(Cl)[P](C1=C(C)C=CC=C1)(C1C=CC=CC=1C)C1C=CC=CC=1C)C1C=CC=CC=1C>[C:1]([O:5][C:6]([N:8]1[CH2:13][CH2:12][N:11]([CH2:14][C:15]2[CH:20]=[CH:19][C:18]([C:21]3[NH:22][C:23](=[O:32])[C:24]4[C:29]([CH:30]=3)=[C:28]([CH2:34][CH3:35])[CH:27]=[CH:26][CH:25]=4)=[CH:17][CH:16]=2)[CH2:10][CH2:9]1)=[O:7])([CH3:4])([CH3:3])[CH3:2] |^1:51,62|. Procedure details: To a stirred solution of 4-[4-(5-Bromo-1-oxo-1,2-dihydro-isoquinolin-3-yl)-benzyl]-piperazine-1-carboxylic acid tert-butyl ester (200 mg, 0.4 mmol) in anhydrous THF (4 mL) under N2 was added dichlorobis(tri-o-tolylphosphine)palladium(II) (14 mg, 0.02 mmol), CeCl3 (99 mg, 0.4 mmol) and AlEt3 (1M in hexanes, 1.5 mL, 1.2 mmol) and the reaction stirred at RT for 4 h. The reaction was quenched with ice, diluted with 0.5M aqueous Rochelle's salts (30 mL) and extracted with EtOAc (3×40 mL). The combine... The reactants are C1(=CC=CC=C1)[Si](OC=1C=C(C=CC1)C(CCC1=C(C(=O)O)C=CC=C1)O)(C(C)(C)C)C1=CC=CC=C1 (2-(3-(3-(diphenyl(2-methyl-2-propyl)siloxy)phenyl)-3-hydroxypropyl) benzoic acid), C(=O)([O-])[O-].[K+].[K+] (K2CO3), CI (MeI), CCOC(=O)C (EtOAc). Solvent: CC(=O)C (acetone). The product is C1(=CC=CC=C1)[Si](OC=1C=C(C=CC1)C(CCC1=C(C(=O)OC)C=CC=C1)O)(C(C)(C)C)C1=CC=CC=C1 (Methyl 2-(3-(3-(diphenyl(2-methyl-2-propyl)siloxy)phenyl)-3-hydroxypropyl)benzoat). Yield: 94.8%. RXN SMILES: [C:1]1([Si:7]([C:32]2[CH:37]=[CH:36][CH:35]=[CH:34][CH:33]=2)([C:28]([CH3:31])([CH3:30])[CH3:29])[O:8][C:9]2[CH:10]=[C:11]([CH:15]([OH:27])[CH2:16][CH2:17][C:18]3[CH:26]=[CH:25][CH:24]=[CH:23][C:19]=3[C:20]([OH:22])=[O:21])[CH:12]=[CH:13][CH:14]=2)[CH:6]=[CH:5][CH:4]=[CH:3][CH:2]=1.[C:38]([O-])([O-])=O.[K+].[K+].CI.CCOC(C)=O>CC(C)=O>[C:32]1([Si:7]([C:1]2[CH:2]=[CH:3][CH:4]=[CH:5][CH:6]=2)([C:28]([CH3:30])([CH3:31])[CH3:29])[O:8][C:9]2[CH:10]=[C:11]([CH:15]([OH:27])[CH2:16][CH2:17][C:18]3[CH:26]=[CH:25][CH:24]=[CH:23][C:19]=3[C:20]([O:22][CH3:38])=[O:21])[CH:12]=[CH:13][CH:14]=2)[CH:33]=[CH:34][CH:35]=[CH:36][CH:37]=1 |f:1.2.3|. Procedure details: To the product of Example 2, Step 1 (95 g, 0.187 mol) in acetone (1 L) was added K2CO3 (55 g, 0.374 mol) and MeI (128 mL, 1.31 mol). After refluxing for 1.5 h, the reaction mixture was cooled to r.t. EtOAc (1 L) was then added to the reaction mixture and the K2CO3 was removed by filtration. The filtrate was evaporated to dryness to provide 93 g (98%) of the title ester. Yields the product C1(CCCCC1)C1=CC=C(C=C1)C(C1=CC=C(C(=O)NC[C@H](C(=O)O)O)C=C1)NC(=O)NC1=CC(=C(C=C1)OC(F)(F)F)CO ((R)-3-{4-[1-(4-Cyclohexylphenyl)-3-(3-hydroxymethyl-4-trifluoromethoxyphenyl)ureidomethyl]-benzoylamino}-2-hydroxypropionic Acid). Run at temperature 80 celsius, time 6 hour. Starting materials: [F-].[Cs+] (caesium fluoride), [Si](C)(C)(C(C)(C)C)OCC=1C=C(C=CC1OC(F)(F)F)NC(N(C1=CC=C(C=C1)C1CCCCC1)CC1=CC=C(C(=O)NC[C@H](C(=O)O)O)C=C1)=O ((R)-3-{4-[3-[3-(tert-Butyldimethylsilanyloxymethyl)-4-trifluoromethoxyphenyl]-1-(4-cyclohexyl-phenyl)ureidomethyl]benzoylamino}-2-hydroxypropionic acid), C(C)#N.O (acetonitrile water), [F-].[Cs+] (caesium fluoride). Procedure details: (R)-3-{4-[3-[3-(tert-Butyldimethylsilanyloxymethyl)-4-trifluoromethoxyphenyl]-1-(4-cyclohexyl-phenyl)ureidomethyl]benzoylamino}-2-hydroxypropionic acid (17 mg, 0.023 mmol) was dissolved in acetonitrile:water (9:1) (2 mL) and caesium fluoride (35 mg, 0.35 mmol) added. The reaction mixture was stirred at 80° C. for 6 hours and additional amounts of caesium fluoride (35 mg) added. The mixture was stirred at 60° C. overnight, concentrated in vacuo and diluted with ethyl acetate (10 mL) and water (5 ... RXN SMILES: [Si]([O:8][CH2:9][C:10]1[CH:11]=[C:12]([NH:21][C:22](=[O:52])[N:23]([CH2:36][C:37]2[CH:51]=[CH:50][C:40]([C:41]([NH:43][CH2:44][C@@H:45]([OH:49])[C:46]([OH:48])=[O:47])=[O:42])=[CH:39][CH:38]=2)C2C=CC(C3CCCCC3)=CC=2)[CH:13]=[CH:14][C:15]=1[O:16][C:17]([F:20])([F:19])[F:18])(C(C)(C)C)(C)C.[F-].[Cs+].[C:55](#N)[CH3:56].O>>[CH:10]1([C:56]2[CH:55]=[CH:39][C:38]([CH:36]([NH:23][C:22]([NH:21][C:12]3[CH:13]=[CH:14][C:15]([O:16][C:17]([F:20])([F:19])[F:18])=[C:10]([CH2:9][OH:8])[CH:11]=3)=[O:52])[C:37]3[CH:51]=[CH:50][C:40]([C:41]([NH:43][CH2:44][C@@H:45]([OH:49])[C:46]([OH:48])=[O:47])=[O:42])=[CH:39][CH:38]=3)=[CH:37][CH:36]=2)[CH2:11][CH2:12][CH2:13][CH2:14][CH2:15]1 |f:1.2,3.4|. Reactants: Cl.NO (Hydroxylamine hydrochloride), ClC1=C(C=O)C=CC=C1 (2-chlorobenzaldehyde), C([O-])([O-])=O.[Na+].[Na+] (sodium carbonate), O (water). Solvent: CO (methanol). Conditions: time 8 hour. Yields the product ClC1=C(C=NO)C=CC=C1 (2-chlorobenzaldehyde Oxime). Isolated yield 98.5%. As a reaction SMILES: Cl.[NH2:2][OH:3].[Cl:4][C:5]1[CH:12]=[CH:11][CH:10]=[CH:9][C:6]=1[CH:7]=O.C(=O)([O-])[O-].[Na+].[Na+].O>CO>[Cl:4][C:5]1[CH:12]=[CH:11][CH:10]=[CH:9][C:6]=1[CH:7]=[N:2][OH:3] |f:0.1,3.4.5|. Procedure details: Hydroxylamine hydrochloride (35.6 g) was added to a 0° C. mixture of 2-chlorobenzaldehyde (60.0 g) and sodium carbonate (22.6 g) in methanol (1.0 L)-water (1.0 L). The reaction was stirred overnight and then concentrated to half volume. The mixture was extracted twice with ethyl acetate. The organics were combined, washed with brine, dried over anhydrous magnesium sulfate and concentrated to obtain the title compound (65.4 g) having the following physical data. Starting materials: O (water), COCCCO (3-(methoxy)propanol), N1=CC=CC=C1 (pyridine), ClC(=O)OCCl (chloromethyl chloroformate). The solvent is C(C)(=O)OCC (ethyl acetate), C(C)OCC (diethyl ether), C(C)OCC (diethyl ether). Reaction conditions: time 16 hour. Product: C(OCCl)(OCCCOC)=O (chloromethyl [3-(methoxy)propyl] carbonate). As a reaction SMILES: [CH3:1][O:2][CH2:3][CH2:4][CH2:5]O.N1C=CC=CC=1.Cl[C:14]([O:16][CH2:17][Cl:18])=[O:15].[OH2:19]>C(OCC)C.C(OCC)(=O)C>[C:14](=[O:19])([O:15][CH2:5][CH2:4][CH2:3][O:2][CH3:1])[O:16][CH2:17][Cl:18]. Procedure: To a mixture of 3-(methoxy)propanol (6.0 g), pyridine (5.3 g) and diethyl ether (50 ml), a solution of chloromethyl chloroformate (8.6 g) in diethyl ether (10 ml) was added dropwise under ice cooling over the period of 15 minutes. After stirring at room temperature for 16 hours, water (100 ml) and ethyl acetate (100 ml) were added, and the organic layer was separated. The organic layer was washed with water (100 ml) and a saturated sodium chloride aqueous solution (50 ml), and after drying over ... Starting materials: NCC(=O)OCC1=CC=CC=C1 (H-Gly-OBzl), N(CC(=O)N[C@@H](CC1=CC=CC=C1)C(=O)N[C@@H](CC(C)C)C(=O)O)C(=O)OC(C)(C)C (Boc-Gly-Phe-Leu-OH), ON1C(CCC1=O)=O (N-hydroxysuccinimide), C1(CCCCC1)N=C=NC1CCCCC1 (N,N′-dicyclohexylcarbodiimide). Run in S(=O)(=O)([O-])C1=CC=C(C)C=C1 (tosylate), CN(C=O)C (N,N-dimethylformamide), C(C)N(CC)CC (triethylamine), CN(C=O)C (N,N-dimethylformamide). Run at temperature 4 celsius, time 2 hour. Product: N(CC(=O)N[C@@H](CC1=CC=CC=C1)C(=O)N[C@@H](CC(C)C)C(=O)NCC(=O)OCC1=CC=CC=C1)C(=O)OC(C)(C)C (Boc-Gly-Phe-Leu-Gly-OBzl). Isolated yield 62.3%. Reaction SMILES: [NH:1]([C:25]([O:27][C:28]([CH3:31])([CH3:30])[CH3:29])=[O:26])[CH2:2][C:3]([NH:5][C@H:6]([C:14]([NH:16][C@H:17]([C:22](O)=[O:23])[CH2:18][CH:19]([CH3:21])[CH3:20])=[O:15])[CH2:7][C:8]1[CH:13]=[CH:12][CH:11]=[CH:10][CH:9]=1)=[O:4].ON1C(=O)CCC1=O.C1(N=C=NC2CCCCC2)CCCCC1.[NH2:55][CH2:56][C:57]([O:59][CH2:60][C:61]1[CH:66]=[CH:65][CH:64]=[CH:63][CH:62]=1)=[O:58]>CN(C)C=O.S(C1C=CC(C)=CC=1)([O-])(=O)=O.C(N(CC)CC)C>[NH:1]([C:25]([O:27][C:28]([CH3:30])([CH3:31])[CH3:29])=[O:26])[CH2:2][C:3]([NH:5][C@H:6]([C:14]([NH:16][C@H:17]([C:22]([NH:55][CH2:56][C:57]([O:59][CH2:60][C:61]1[CH:66]=[CH:65][CH:64]=[CH:63][CH:62]=1)=[O:58])=[O:23])[CH2:18][CH:19]([CH3:21])[CH3:20])=[O:15])[CH2:7][C:8]1[CH:13]=[CH:12][CH:11]=[CH:10][CH:9]=1)=[O:4]. Procedure: The Boc-Gly-Phe-Leu-OH obtained in Example 18 (2.4 g) and N-hydroxysuccinimide (656 mg) were dissolved in N,N-dimethylformamide (50 ml), cooled to 4° C., and then added with N,N′-dicyclohexylcarbodiimide (1.17 g), and stirred for 2 hours. To this solution, a N,N-dimethylformamide solution (40 ml) in which tosylate of H-Gly-OBzl (1.9 g) and triethylamine (0.79 ml) had been dissolved was added, and the mixture was allowed to react with stirring at room temperature for 16 hours. This reaction mixtu...